This data is from the Open Reaction Database (ORD), a public repository of structured organic reaction records. The task is: describe an organic reaction: reactants, conditions, products, and yield The reactants are diisopropylazidodicarboxylate, C1(C=2C(C(N1)=O)=CC=CC2)=O (phthalimide), C1(=CC=CC=C1)P(C1=CC=CC=C1)C1=CC=CC=C1 (triphenylphosphine), BrC1=CC=CC(=N1)C(CC1=CC2=CN(N=C2C(=C1)C)COCC[Si](C)(C)C)O ((±)-1-(6-bromopyridin-2-yl)-2-(7-methyl-2-((2-(trimethylsilyl)ethoxy)methyl)-2H-indazol-5-yl)ethanol). Solvent: C(Cl)Cl (methylene chloride), CCCCCC (hexane). Reaction conditions: time 17 hour. The product is BrC1=CC=CC(=N1)C(CC1=CC2=CN(N=C2C(=C1)C)COCC[Si](C)(C)C)N1C(C2=CC=CC=C2C1=O)=O ((±)-2-(1-(6-Bromopyridin-2-yl)-2-(7-methyl-2-((2-(trimethylsilyl)ethoxy)methyl)-2H-indazol-5-yl)ethyl)isoindoline-1,3-dione). Isolated yield 118.3%. Reaction SMILES: [C:1]1(=[O:11])[NH:5][C:4](=[O:6])[C:3]2=[CH:7][CH:8]=[CH:9][CH:10]=[C:2]12.C1(P(C2C=CC=CC=2)C2C=CC=CC=2)C=CC=CC=1.[Br:31][C:32]1[N:37]=[C:36]([CH:38](O)[CH2:39][C:40]2[CH:48]=[C:47]([CH3:49])[C:46]3[C:42](=[CH:43][N:44]([CH2:50][O:51][CH2:52][CH2:53][Si:54]([CH3:57])([CH3:56])[CH3:55])[N:45]=3)[CH:41]=2)[CH:35]=[CH:34][CH:33]=1>C(Cl)Cl.CCCCCC>[Br:31][C:32]1[N:37]=[C:36]([CH:38]([N:5]2[C:1](=[O:11])[C:2]3[C:3](=[CH:7][CH:8]=[CH:9][CH:10]=3)[C:4]2=[O:6])[CH2:39][C:40]2[CH:48]=[C:47]([CH3:49])[C:46]3[C:42](=[CH:43][N:44]([CH2:50][O:51][CH2:52][CH2:53][Si:54]([CH3:57])([CH3:56])[CH3:55])[N:45]=3)[CH:41]=2)[CH:35]=[CH:34][CH:33]=1. Reported procedure: A solution of phthalimide (294 mg, 2 mmol) and triphenylphosphine (525 mg, 2 mmol) in anhydrous methylene chloride (10 mL) was added via syringe to (±)-1-(6-bromopyridin-2-yl)-2-(7-methyl-2-((2-(trimethylsilyl)ethoxy)methyl)-2H-indazol-5-yl)ethanol (460 mg, 1 mmol). To the resulting suspension was then added diisopropylazidodicarboxylate (0.3 mL, 1.5 mmol) under nitrogen at room temperature via syringe. The resulting mixture was stirred at room temperature overnight (17 h). The mixture was dilut... Reactants: CC=1NC2=C(C=C(C(=C2C1SC)N1CCOCC1)F)Br (2-methyl-3-methylthio-4-morpholino-5-fluoro-7-bromoindole). The reagents and catalysts are [Ni] (Raney nickel). Run in C(C)O (ethanol). Yields the product CC=1NC2=CC=C(C(=C2C1)N1CCOCC1)F (2-methyl-4-morpholino-5-fluoroindole). Yield: 72.4%. As a reaction SMILES: [CH3:1][C:2]1[NH:3][C:4]2[C:9]([C:10]=1SC)=[C:8]([N:13]1[CH2:18][CH2:17][O:16][CH2:15][CH2:14]1)[C:7]([F:19])=[CH:6][C:5]=2Br>[Ni].C(O)C>[CH3:1][C:2]1[NH:3][C:4]2[C:9]([CH:10]=1)=[C:8]([N:13]1[CH2:14][CH2:15][O:16][CH2:17][CH2:18]1)[C:7]([F:19])=[CH:6][CH:5]=2. Reported procedure: Raney nickel (1.5 kg) was added to a solution of 214 g of 2-methyl-3-methylthio-4-morpholino-5-fluoro-7-bromoindole in 3 l of ethanol and the mixture was refluxed for 3 hours. After completion of reaction the reaction mixture was cooled and Raney nickel was removed by filtration. Concentration of the filtrate gave 101 g of 2-methyl-4-morpholino-5-fluoroindole. Reactants: CO, COc1cc([N+](=O)[O-])ccc1NS(C)(=O)=O. Yields the product COc1cc(N)ccc1NS(C)(=O)=O. RXN SMILES: [CH3:17][OH:18].[CH3:1][O:2][c:3]1[c:4]([NH:12][S:13](=[O:14])(=[O:15])[CH3:16])[cH:5][cH:6][c:7]([N+:9]([O-:10])=[O:11])[cH:8]1>>[CH3:1][O:2][c:3]1[c:4]([NH:12][S:13](=[O:14])(=[O:15])[CH3:16])[cH:5][cH:6][c:7]([NH2:9])[cH:8]1. Yields the product COC=1C=C2C(=CC=NC2=CC1OC)OC1=C(C=C(C=C1)N1CC(CC1=O)NC(C1=CC=CC=C1)=O)F (N-(1-(4-(6,7-dimethoxyquinolin-4-yloxy)-3-fluorophenyl)-5-oxopyrrolidin-3-yl)benzamide). Procedure: A mixture of 4-chloro-6,7-dimethoxyquinoline (0.14 g, 0.6 mmol), N-(1-(3-fluoro-4-hydroxyphenyl)-5-oxopyrrolidin-3-yl)benzamide (Step 4, 0.20 g, 0.6 mmol) and DMAP (78 mg, 0.6 mmol) in 2 mL of dioxane (in a microwave tube) was heated in a microwave (Personal Chemistry, Emrys Optimizer) at 160° C. for 1 h. The mixture was cooled to RT and diluted with 50 mL of EtOAc. The solution was washed with 20 mL of satd. NaHCO3 followed by 20 mL of brine, dried over Na2SO4 and concentrated in vacuo. The res... Reaction SMILES: Cl[C:2]1[C:11]2[C:6](=[CH:7][C:8]([O:14][CH3:15])=[C:9]([O:12][CH3:13])[CH:10]=2)[N:5]=[CH:4][CH:3]=1.[F:16][C:17]1[CH:18]=[C:19]([N:24]2[C:28](=[O:29])[CH2:27][CH:26]([NH:30][C:31](=[O:38])[C:32]3[CH:37]=[CH:36][CH:35]=[CH:34][CH:33]=3)[CH2:25]2)[CH:20]=[CH:21][C:22]=1[OH:23]>CN(C1C=CN=CC=1)C.O1CCOCC1.CCOC(C)=O>[CH3:13][O:12][C:9]1[CH:10]=[C:11]2[C:6](=[CH:7][C:8]=1[O:14][CH3:15])[N:5]=[CH:4][CH:3]=[C:2]2[O:23][C:22]1[CH:21]=[CH:20][C:19]([N:24]2[C:28](=[O:29])[CH2:27][CH:26]([NH:30][C:31](=[O:38])[C:32]3[CH:37]=[CH:36][CH:35]=[CH:34][CH:33]=3)[CH2:25]2)=[CH:18][C:17]=1[F:16]. Run at temperature 160 celsius. The reagents and catalysts are CN(C)C=1C=CN=CC1 (DMAP). Reactants: ClC1=CC=NC2=CC(=C(C=C12)OC)OC (4-chloro-6,7-dimethoxyquinoline), FC=1C=C(C=CC1O)N1CC(CC1=O)NC(C1=CC=CC=C1)=O (N-(1-(3-fluoro-4-hydroxyphenyl)-5-oxopyrrolidin-3-yl)benzamide). Run in O1CCOCC1 (dioxane), CCOC(=O)C (EtOAc). The reactants are ClC1=CC(=NC(=C1Cl)Cl)C(=O)OC (methyl 4,5,6-trichloropicolinate), C(C1=CC=CC=C1)O (benzyl alcohol). Reagents/catalysts: CC([O-])C.[Ti+4].CC([O-])C.CC([O-])C.CC([O-])C (Titanium isopropoxide). Run at temperature 100 celsius, time 4 hour. The product is ClC1=CC(=NC(=C1Cl)Cl)C(=O)OCC1=CC=CC=C1 (Benzyl 4,5,6-trichloropicolinate). Yield: 97.9%. RXN SMILES: [Cl:1][C:2]1[C:7]([Cl:8])=[C:6]([Cl:9])[N:5]=[C:4]([C:10]([O:12][CH3:13])=[O:11])[CH:3]=1.C(O)[C:15]1[CH:20]=[CH:19][CH:18]=[CH:17][CH:16]=1>CC(C)[O-].[Ti+4].CC(C)[O-].CC(C)[O-].CC(C)[O-]>[Cl:1][C:2]1[C:7]([Cl:8])=[C:6]([Cl:9])[N:5]=[C:4]([C:10]([O:12][CH2:13][C:15]2[CH:20]=[CH:19][CH:18]=[CH:17][CH:16]=2)=[O:11])[CH:3]=1 |f:2.3.4.5.6|. Reported procedure: A mixture of methyl 4,5,6-trichloropicolinate (25 g, 0.10 moles (mol)) and benzyl alcohol (100 g, 0.2 mol) in a 250 mL three-neck round bottom flask was heated under nitrogen at 100° C. Titanium isopropoxide (0.6 g, 0.02 mol) was added. After 4 h at 100° C., the nearly colorless solution was cooled and transferred to a 250 mL round bottom single neck flask. Excess benzyl alcohol was removed under vacuum to give a nearly white solid (31 g, 94%): mp 125-126.5° C.; 1H NMR (400 MHz, CDCl3) δ 8.08 (s... The reactants are [BH4-], CC(C)(C)OC(=O)N1CC(O)C(C(O)CO)C1, CCO, [O-][I+3]([O-])([O-])[O-], [Na+], [Na+], O. Product: CC(C)(C)OC(=O)N1CC(O)C(CO)C1. RXN SMILES: [BH4-:24].[C:1]([CH3:2])([CH3:3])([CH3:4])[O:5][C:6](=[O:7])[N:8]1[CH2:9][CH:10]([OH:17])[CH:11]([CH:13]([CH2:14][OH:15])[OH:16])[CH2:12]1.[CH3:26][CH2:27][OH:28].[I+3:18]([O-:19])([O-:20])([O-:21])[O-:22].[Na+:23].[Na+:25].[OH2:29]>>[C:1]([CH3:2])([CH3:3])([CH3:4])[O:5][C:6](=[O:7])[N:8]1[CH2:9][CH:10]([OH:17])[CH:11]([CH2:13][OH:16])[CH2:12]1. Starting materials: Cc1ccc(S(=O)(=O)OCC2Cc3cc(Cl)cc(-c4ccc(F)cc4F)c3O2)cc1, CN, Cl. The product is CNCC1Cc2cc(Cl)cc(-c3ccc(F)cc3F)c2O1. RXN SMILES: [CH3:2][c:3]1[cH:4][cH:5][c:6]([S:7]([O:8][CH2:13][CH:14]2[O:15][c:16]3[c:17]([cH:19][c:20]([Cl:31])[cH:21][c:22]3-[c:23]3[c:24]([F:30])[cH:25][c:26]([F:29])[cH:27][cH:28]3)[CH2:18]2)(=[O:9])=[O:10])[cH:11][cH:12]1.[CH3:32][NH2:33].[ClH:1]>>[CH2:13]([CH:14]1[O:15][c:16]2[c:17]([cH:19][c:20]([Cl:31])[cH:21][c:22]2-[c:23]2[c:24]([F:30])[cH:25][c:26]([F:29])[cH:27][cH:28]2)[CH2:18]1)[NH:33][CH3:32]. The reactants are C(C)(C)(C)OC(=O)NC1(CCC1)C(C(=O)O)O ((1-Tert-butoxycarbonylaminocyclobutyl)-hydroxyacetic acid), C(C)(=O)OC(C)=O (acetic anhydride). The solvent is N1=CC=CC=C1 (pyridine). Product: C(C)(=O)OC(C(=O)O)C1(CCC1)NC(=O)OC(C)(C)C (Acetoxy-(1-tert-butoxycarbonylamino-cyclobutyl)-acetic acid). RXN SMILES: [C:1]([O:5][C:6]([NH:8][C:9]1([CH:13]([OH:17])[C:14]([OH:16])=[O:15])[CH2:12][CH2:11][CH2:10]1)=[O:7])([CH3:4])([CH3:3])[CH3:2].[C:18](OC(=O)C)(=[O:20])[CH3:19]>N1C=CC=CC=1>[C:18]([O:17][CH:13]([C:9]1([NH:8][C:6]([O:5][C:1]([CH3:4])([CH3:2])[CH3:3])=[O:7])[CH2:12][CH2:11][CH2:10]1)[C:14]([OH:16])=[O:15])(=[O:20])[CH3:19]. Procedure details: (1-Tert-butoxycarbonylaminocyclobutyl)-hydroxyacetic acid (201.5 mg, 0.822 mmol) was stirred with acetic anhydride (95 mL) in pyridine (1.5 mL) for 24 h. The mixture was first concentrated under vacuum, and then diluted with 5 mL EtOAc. The organic solution was washed with 1N HCl (2 mL) followed by saturated aqueous NaCl (2 mL), dried (Na2SO4), and evaporated under vacuum which gave the title compound. LC-UV/MS API-ES− m/z 286 [M−H]−1H NMR (400 MHz, DMSO-d6) δ ppm 7.11 (s, 1H), 5.00 (s, 1H, CHOA...